This data is from the Open Reaction Database (ORD), a public repository of structured organic reaction records. The task is: describe an organic reaction: reactants, conditions, products, and yield Starting materials: C(C1=CC=CC=C1)OP1OCC(CO1)(C)C (2-benzyloxy-5,5-dimethyl-1,3,2-dioxaphosphorinane), C(C1=CC=CC=C1)I (benzyl iodide). Run in C=1(C(=CC=CC1)C)C (xylene). Conditions: time 1.5 hour. The product is C(C1=CC=CC=C1)P1(OCC(CO1)(C)C)=O (2-benzyl-5,5-dimethyl-1,3,2-dioxaphosphorinane-2-one). The yield is 8386.1%. Reaction SMILES: C([O:8][P:9]1[O:14][CH2:13][C:12]([CH3:16])([CH3:15])[CH2:11][O:10]1)C1C=CC=CC=1.[CH2:17](I)[C:18]1[CH:23]=[CH:22][CH:21]=[CH:20][CH:19]=1>C1(C)C(C)=CC=CC=1>[CH2:17]([P:9]1(=[O:8])[O:10][CH2:11][C:12]([CH3:15])([CH3:16])[CH2:13][O:14]1)[C:18]1[CH:23]=[CH:22][CH:21]=[CH:20][CH:19]=1. Reported procedure: A mixture of 2-benzyloxy-5,5-dimethyl-1,3,2-dioxaphosphorinane (100 g, 0.416 M) from Example II, benzyl iodide (1.0 g), and xylene (50 ml) was heated until the temperature reached 165° C., and then slowly dropped to 155° C. After 1.5 hrs, the mixture was allowed to cool to yield 92.4 g (92.4% yield) of pure crystalline 2-benzyl-5,5-dimethyl-1,3,2-dioxaphosphorinane-2-one, melting point 109.5°-110.5° C. Analysis by gas-liquid chromatography showed no impurities present. Reactants: C1(=CC=CC=C1)C1=CC(=C(C=C1)C)[N+](=O)[O-] (4-phenyl-2-nitrotoluene), COC(N(C)C)OC (N,N-dimethylformamide dimethyl acetal), N1CCCC1 (pyrrolidine), solution, C(C)(=O)[O-].[NH4+] (ammonium acetate), aqueous solution. Reagents/catalysts: [Cl-].[Ti+3].[Cl-].[Cl-] (titanium(III) chloride). The solvent is O (water), CC(=O)C (acetone), Cl (hydrochloric acid), CN(C)C=O (DMF). Conditions: time 10 minute. Yields the product C1(=CC=CC=C1)C1=CC=C2C=CNC2=C1 (6-phenylindole). The yield is 70.6%. Reaction SMILES: [C:1]1([C:7]2[CH:12]=[CH:11][C:10]([CH3:13])=[C:9]([N+:14]([O-])=O)[CH:8]=2)[CH:6]=[CH:5][CH:4]=[CH:3][CH:2]=1.[CH3:17]OC(OC)N(C)C.N1CCCC1.C([O-])(=O)C.[NH4+]>CN(C=O)C.CC(C)=O.Cl.[Cl-].[Ti+3].[Cl-].[Cl-].O>[C:1]1([C:7]2[CH:8]=[C:9]3[C:10]([CH:13]=[CH:17][NH:14]3)=[CH:11][CH:12]=2)[CH:6]=[CH:5][CH:4]=[CH:3][CH:2]=1 |f:3.4,8.9.10.11|. Procedure: A mixture of 4-phenyl-2-nitrotoluene (1.8 g, 8.5 mmol), N,N-dimethylformamide dimethyl acetal (4.4 ml, 33 mmol) and pyrrolidine (0.78 ml, 9.3 mmol) was heated in DMF (20 ml) at 110° C. for 16 hours. The resulting deep red solution was poured into water (100 ml) and extracted with ether (2×100 ml). These extracts were concentrated to give a deep red oil which was dissolved in acetone (5 ml) and then added to a mixture of titanium(III) chloride (40.4 g of a 20% solution in aqueous hydrochloric aci...